Dataset: the Open Reaction Database (ORD), a public repository of structured organic reaction records. Task: describe an organic reaction: reactants, conditions, products, and yield The reactants are CCCNCCC, Cc1ccccc1, CCOC(=O)C1=Cc2ccc(Br)cc2N=C(N)C1. The product is CCCN(CCC)C(=O)C1=Cc2ccc(Br)cc2N=C(N)C1. RXN SMILES: [CH2:1]([CH2:2][CH3:3])[NH:4][CH2:5][CH2:6][CH3:7].[CH3:26][c:27]1[cH:28][cH:29][cH:30][cH:31][cH:32]1.[NH2:8][C:9]1=[N:15][c:14]2[c:13]([cH:19][cH:18][c:17]([Br:20])[cH:16]2)[CH:12]=[C:11]([C:21]([O:23][CH2:22][CH3:24])=[O:25])[CH2:10]1>>[CH2:1]([CH2:2][CH3:3])[N:4]([CH2:5][CH2:6][CH3:7])[C:21]([C:11]1=[CH:12][c:13]2[c:14]([cH:16][c:17]([Br:20])[cH:18][cH:19]2)[N:15]=[C:9]([NH2:8])[CH2:10]1)=[O:23]. The reactants are C(C)(C)(C)[Si](OC=1C=CC=2C3=C(COC2C1)C=1C=CC(=CC1OC3(C)C3=CC=C(OCCN1CCCC1)C=C3)O[Si](C)(C)C(C)(C)C)(C)C (1-(2-{4-[2,8-bis-(tert-butyl-dimethyl-silyloxy)-5-methyl-5,11-dihydro-chromeno[4,3-c]chromen-5-yl]-phenoxy)ethyl)-pyrrolidine), [F-].C(CCC)[N+](CCCC)(CCCC)CCCC (tetrabutylammonium fluoride), C(C)(=O)OCC (ethyl acetate), [NH4+].[Cl-] (NH4Cl). Run in C1CCOC1 (THF). Conditions: time 40 minute. The product is CC1(OC=2C=C(C=CC2C=2COC=3C=C(C=CC3C21)O)O)C2=CC=C(C=C2)OCCN2CCCC2 (5-methyl-5-[4-(2-pyrrolidin-1-yl-ethoxy)-phenyl]-5,11-dihydro-chromeno[4,3-c]chromene-2,8-diol). As a reaction SMILES: C([Si](C)(C)[O:6][C:7]1[CH:8]=[CH:9][C:10]2[C:11]3[C:24]([C:26]4[CH:39]=[CH:38][C:29]([O:30][CH2:31][CH2:32][N:33]5[CH2:37][CH2:36][CH2:35][CH2:34]5)=[CH:28][CH:27]=4)([CH3:25])[O:23][C:22]4[CH:21]=[C:20]([O:40][Si](C(C)(C)C)(C)C)[CH:19]=[CH:18][C:17]=4[C:12]=3[CH2:13][O:14][C:15]=2[CH:16]=1)(C)(C)C.[F-].C([N+](CCCC)(CCCC)CCCC)CCC.[NH4+].[Cl-].C(OCC)(=O)C>C1COCC1>[CH3:25][C:24]1([C:26]2[CH:39]=[CH:38][C:29]([O:30][CH2:31][CH2:32][N:33]3[CH2:37][CH2:36][CH2:35][CH2:34]3)=[CH:28][CH:27]=2)[C:11]2[C:10]3[CH:9]=[CH:8][C:7]([OH:6])=[CH:16][C:15]=3[O:14][CH2:13][C:12]=2[C:17]2[CH:18]=[CH:19][C:20]([OH:40])=[CH:21][C:22]=2[O:23]1 |f:1.2,3.4|. Procedure details: To a solution of 1-(2-{4-[2,8-bis-(tert-butyl-dimethyl-silyloxy)-5-methyl-5,11-dihydro-chromeno[4,3-c]chromen-5-yl]-phenoxy)ethyl)-pyrrolidine (84.5 mg, 0.12 mmol) in THF (7 mL) was added tetrabutylammonium fluoride (1M in THF, 241.4 μL, 0.24 mmol). The mixture was stirred at room temperature for 40 min. Saturated NH4Cl was added followed by addition of ethyl acetate. The resulting layers were separated, the organic layer was washed with brine, and dried over MgSO4. The solvent was evaporated an... Reactants: [N+](=O)([O-])C=1C=C(C=CC1)C(N[C@H](C)C1CCCCC1)C1=CC=C(C=C1)OC (N-[(3-nitrophenyl)-(4-methoxyphenyl)methyl]-N-[(R)-1-cyclohexylethyl]amine), [BH4-].[Na+] (sodium borohydride). The reagents and catalysts are O.O.O.O.O.O.[Ni](Cl)Cl (nickel chloride hexahydrate). Run in CO (methanol). Yields the product COC1=CC=C(C=C1)C(C=1C=C(C=CC1)N)N[C@H](C)C1CCCCC1 (3-{(4-Methoxyphenyl)-[(R)-1-cyclohexylethylamino]methyl}phenylamine). Yield: 76.6%. RXN SMILES: [N+:1]([C:4]1[CH:5]=[C:6]([CH:10]([C:20]2[CH:25]=[CH:24][C:23]([O:26][CH3:27])=[CH:22][CH:21]=2)[NH:11][C@@H:12]([CH:14]2[CH2:19][CH2:18][CH2:17][CH2:16][CH2:15]2)[CH3:13])[CH:7]=[CH:8][CH:9]=1)([O-])=O.[BH4-].[Na+]>CO.O.O.O.O.O.O.[Ni](Cl)Cl>[CH3:27][O:26][C:23]1[CH:22]=[CH:21][C:20]([CH:10]([NH:11][C@@H:12]([CH:14]2[CH2:19][CH2:18][CH2:17][CH2:16][CH2:15]2)[CH3:13])[C:6]2[CH:5]=[C:4]([NH2:1])[CH:9]=[CH:8][CH:7]=2)=[CH:25][CH:24]=1 |f:1.2,4.5.6.7.8.9.10|. Procedure: In a similar manner to that described in Example (1b), a solution of N-[(3-nitrophenyl)-(4-methoxyphenyl)methyl]-N-[(R)-1-cyclohexylethyl]amine (2.60 g) [prepared as described in step (a) above] in methanol (50 ml), nickel chloride hexahydrate (3.35 g) and sodium borohydride (1.12 g) were reacted, to afford the title compound (1.83 g) as a colorless oil.